From a dataset of the Open Reaction Database (ORD), a public repository of structured organic reaction records. describe an organic reaction: reactants, conditions, products, and yield The reactants are C([O-])([O-])=O.[Cs+].[Cs+] (caesium carbonate), C(C)(C)N (isopropyl amine), product, [Na+].CS(=O)[O-] (methanesulfinic acid sodium salt), ClC=1C=C2N=C(C(=NC2=CC1Cl)O)O (6,7-dichloroquinoxaline-2,3-diol), [N+](=O)([O-])[O-].[Na+] (sodium nitrate). The solvent is CN(C)C=O (DMF), CN(C)C=O (DMF), S(O)(O)(=O)=O (sulfuric acid). Conditions: time 8 hour. The product is ClC=1C=C2N=C(C(=NC2=C(C1Cl)[N+](=O)[O-])NC(C)C)S(=O)(=O)C ((6,7-Dichloro-3-methylsulfonyl-8-nitroquinoxalin-2-yl)isopropylamine). RXN SMILES: [Cl:1][C:2]1[CH:3]=[C:4]2[C:9](=[CH:10][C:11]=1[Cl:12])[N:8]=[C:7](O)[C:6](O)=[N:5]2.[N+:15]([O-:18])([O-])=[O:16].[Na+].C(=O)([O-])[O-].[Cs+].[Cs+].[CH:26]([NH2:29])([CH3:28])[CH3:27].[Na+].[CH3:31][S:32]([O-:34])=[O:33]>S(=O)(=O)(O)O.CN(C=O)C>[Cl:1][C:2]1[CH:3]=[C:4]2[C:9](=[C:10]([N+:15]([O-:18])=[O:16])[C:11]=1[Cl:12])[N:8]=[C:7]([NH:29][CH:26]([CH3:28])[CH3:27])[C:6]([S:32]([CH3:31])(=[O:34])=[O:33])=[N:5]2 |f:1.2,3.4.5,7.8|. Reported procedure: To a stirred suspension of 6,7-dichloroquinoxaline-2,3-diol (1.0 g, 4.3 mmol) in concentrated sulfuric acid (20 ml) at 0° C. was added sodium nitrate (554 mg, 6.5 mmol) in portions over 15 minutes. The reaction mixture was stirred overnight at room temperature. The reaction was quenched by slowly pipetting into ice water. The precipitate was collected by vacuum filtration and the beige solid was washed with water. The nitrated product was suspended in phosphorous oxychloride, about 6 ml of DMF w... Reactants: O=Cc1ccc(Br)cc1F, CCCC[N+](CCCC)(CCCC)CCCC, C1CCOC1, Cl, [F-], C[Si](C)(C)C(F)(F)F. Product: OC(c1ccc(Br)cc1F)C(F)(F)F. Reaction SMILES: [Br:19][c:20]1[cH:21][c:22]([F:28])[c:23]([CH:24]=[O:25])[cH:26][cH:27]1.[CH2:2]([N+:3]([CH2:4][CH2:5][CH2:6][CH3:7])([CH2:8][CH2:9][CH2:10][CH3:11])[CH2:12][CH2:13][CH2:14][CH3:15])[CH2:16][CH2:17][CH3:18].[CH2:38]1[O:39][CH2:40][CH2:41][CH2:42]1.[ClH:37].[F-:1].[F:29][C:30]([F:31])([F:32])[Si:33]([CH3:34])([CH3:35])[CH3:36]>>[Br:19][c:20]1[cH:21][c:22]([F:28])[c:23]([CH:24]([OH:25])[C:30]([F:29])([F:31])[F:32])[cH:26][cH:27]1. Starting materials: ClC=1C(=CC=2C(=NC=3N(C=C(C(C3C2)=O)C(=O)O)C)C1)F (8-chloro-7-fluoro-1-methyl-4-oxo-1,4-dihydrobenzo[b][1,8]naphthyridine-3-carboxylic acid), FC1=CC=C(NC2CCNCC2)C=C1 (4-(4-fluoroanilino)-piperidine). Solvent: N1=CC=CC=C1 (pyridine). The product is FC1=CC=2C(=NC=3N(C=C(C(C3C2)=O)C(=O)O)C)C=C1N1CCC(CC1)NC1=CC=C(C=C1)F (7-fluoro-8-[4-(4-fluoroanilino)piperidino]-1-methyl-4-oxo-1,4-dihydrobenzo[b][1,8]naphthyridine-3-carboxylic acid). Isolated yield 68.1%. As a reaction SMILES: Cl[C:2]1[C:3]([F:21])=[CH:4][C:5]2[C:6]([CH:20]=1)=[N:7][C:8]1[N:9]([CH3:19])[CH:10]=[C:11]([C:16]([OH:18])=[O:17])[C:12](=[O:15])[C:13]=1[CH:14]=2.[F:22][C:23]1[CH:35]=[CH:34][C:26]([NH:27][CH:28]2[CH2:33][CH2:32][NH:31][CH2:30][CH2:29]2)=[CH:25][CH:24]=1>N1C=CC=CC=1>[F:21][C:3]1[C:2]([N:31]2[CH2:30][CH2:29][CH:28]([NH:27][C:26]3[CH:34]=[CH:35][C:23]([F:22])=[CH:24][CH:25]=3)[CH2:33][CH2:32]2)=[CH:20][C:6]2=[N:7][C:8]3[N:9]([CH3:19])[CH:10]=[C:11]([C:16]([OH:18])=[O:17])[C:12](=[O:15])[C:13]=3[CH:14]=[C:5]2[CH:4]=1. Procedure details: 7-Fluoro-8-[4-(4-fluoroanilino)piperidino]-1-methyl-4-oxo-1,4-dihydrobenzo[b][1,8]naphthyridine-3-carboxylic acid was prepared under the conditions of Example 2, but from 1.6 g of 8-chloro-7-fluoro-1-methyl-4-oxo-1,4-dihydrobenzo[b][1,8]naphthyridine-3-carboxylic acid and 3.7 g of 4-(4-fluoroanilino)-piperidine in 16 cm3 of pyridine. After recrystallizing from 10 cm3 of dimethylformamide, 1.65 g of 7-fluoro-8-[4-(4-fluoroanilino)piperidino]-1-methyl-4-oxo-1,4-dihydrobenzo[b][1,8]naphthyridine-3-... Starting materials: C(C1=CC=CC=C1)(=O)OC(CC)[C@H]1OC([C@@H](C1)OC(C)=O)OC(C)=O (1-[(2S,4R)-4,5-diacetoxytetrahydrofuran-2-yl]propyl benzoate), C(C1=CC=CC=C1)(=O)OC(CC)[C@H]1OC([C@@H](C1)OC(C)=O)OC(C)=O (1-[(2S,4R)-4,5-diacetoxytetrahydrofuran-2-yl]propyl benzoate), [Si](C)(C)(C)OS(=O)(=O)C(F)(F)F (TMSOTf), NC=1NC(C2=C(N1)NC(S2)=O)=O (5-amino-3,6-dihydrothiazolo[4,5-d]pyrimidine-2,7-dione). Run in C(C)#N (ACN). Run at temperature 70 celsius, time 0.5 hour. Product: C(C1=CC=CC=C1)(=O)OC(CC)[C@H]1O[C@H]([C@@H](C1)OC(C)=O)N1C(SC2=C1N=C(NC2=O)N)=O (1-[(2S,4R,5R)-4-acetoxy-5-(5-amino-2,7-dioxo-6H-thiazolo[4,5-d]pyrimidin-3-yl)tetrahydrofuran-2-yl]propyl benzoate). Isolated yield 79.3%. RXN SMILES: [NH2:1][C:2]1[NH:3][C:4](=[O:12])[C:5]2[S:10][C:9](=[O:11])[NH:8][C:6]=2[N:7]=1.[C:13]([O:21][CH:22]([C@@H:25]1[CH2:29][C@@H:28]([O:30][C:31](=[O:33])[CH3:32])[CH:27](OC(=O)C)[O:26]1)[CH2:23][CH3:24])(=[O:20])[C:14]1[CH:19]=[CH:18][CH:17]=[CH:16][CH:15]=1.[Si](OS(C(F)(F)F)(=O)=O)(C)(C)C>C(#N)C>[C:13]([O:21][CH:22]([C@@H:25]1[CH2:29][C@@H:28]([O:30][C:31](=[O:33])[CH3:32])[C@H:27]([N:8]2[C:6]3[N:7]=[C:2]([NH2:1])[NH:3][C:4](=[O:12])[C:5]=3[S:10][C:9]2=[O:11])[O:26]1)[CH2:23][CH3:24])(=[O:20])[C:14]1[CH:19]=[CH:18][CH:17]=[CH:16][CH:15]=1. Procedure: To a suspension of 5-amino-3,6-dihydrothiazolo[4,5-d]pyrimidine-2,7-dione (2.82 g, 16.8 mmol) in ACN (100 mL) was added BSA (10.4 mL, 42 mmol). The resulting reaction mixture was then stirred at 70° C. under argon for 0.5 hour to form a clear solution. After the solution was cooled to room temperature, 1-[(2S,4R)-4,5-diacetoxytetrahydrofuran-2-yl]propyl benzoate (compound 26b, 4.9 g, 14.0 mmol) and TMSOTf (4.7 mL, 2.3 21 mmol) were added in sequence. After being heated with stirring at 70° C. fo... Reactants: OC=1C=C(C=CC1)CC(=O)OCC (Ethyl 2-(3-hydroxyphenyl)acetate), O (water), [H-].[Na+] (sodium hydride), ClCOC (chloromethylmethylether). Solvent: C1CCOC1 (THF). Reaction conditions: time 16 hour. The product is COCOC=1C=C(C=CC1)CC(=O)OCC (Ethyl 2-(3-(methoxymethoxy)phenyl)acetate). Reaction SMILES: [OH:1][C:2]1[CH:3]=[C:4]([CH2:8][C:9]([O:11][CH2:12][CH3:13])=[O:10])[CH:5]=[CH:6][CH:7]=1.[H-].[Na+].Cl[CH2:17][O:18][CH3:19].O>C1COCC1>[CH3:17][O:18][CH2:19][O:1][C:2]1[CH:3]=[C:4]([CH2:8][C:9]([O:11][CH2:12][CH3:13])=[O:10])[CH:5]=[CH:6][CH:7]=1 |f:1.2|. Procedure details: Ethyl 2-(3-hydroxyphenyl)acetate (24 g, 80.51 mmol) in THF (100 mL) was slowly added sodium hydride (2.93 g, 73.3 mmol) and chloromethylmethylether (5.94 g, 73.7 mmol) at 0° C. The reaction mixture was stirred for 16 hours at room temperature. The mixture was added water (200 mL) and extracted with EtOAc. The organic layer was dried with MgSO4. The organic layer was filtered and the filtrate was concentrated in vacuo. The residue was purified by column chromatography eluting with n-Hexane/EtOAc=... Reactants: Cc1ccccc1, CC(C)N(CCCl)C(C)C, [NH2-], [Na], O, CC(C)N(CCC(C#N)c1ccc(-c2ccccc2)cc1)C(C)C. Yields the product CC(C)N(CCC(C#N)(CCN(C(C)C)C(C)C)c1ccc(-c2ccccc2)cc1)C(C)C. Reaction SMILES: [CH3:25][c:26]1[cH:27][cH:28][cH:29][cH:30][cH:31]1.[Cl:34][CH2:35][CH2:36][N:37]([CH:38]([CH3:39])[CH3:40])[CH:41]([CH3:42])[CH3:43].[NH2-:33].[Na:32].[OH2:44].[c:1]1(-[c:19]2[cH:20][cH:21][cH:22][cH:23][cH:24]2)[cH:2][cH:3][c:4]([CH:7]([C:8]#[N:9])[CH2:10][CH2:11][N:12]([CH:13]([CH3:14])[CH3:15])[CH:16]([CH3:17])[CH3:18])[cH:5][cH:6]1>>[c:1]1(-[c:19]2[cH:20][cH:21][cH:22][cH:23][cH:24]2)[cH:2][cH:3][c:4]([C:7]([C:8]#[N:9])([CH2:10][CH2:11][N:12]([CH:13]([CH3:14])[CH3:15])[CH:16]([CH3:17])[CH3:18])[CH2:35][CH2:36][N:37]([CH:38]([CH3:39])[CH3:40])[CH:41]([CH3:42])[CH3:43])[cH:5][cH:6]1.